From a dataset of the Open Reaction Database (ORD), a public repository of structured organic reaction records. describe an organic reaction: reactants, conditions, products, and yield Reactants: C(C)(=O)N1C(C(C2=CC=C(C=C12)C(=O)OC)=C(C1=CC=CC=C1)OCC)=O (1-acetyl-3-(1-ethoxy-1-phenylmethylene)-6-methoxycarbonyl-2-indolinone), N1(CCCCC1)CCC(=O)N(C1=CC=C(C=C1)N)C (N-((2-(piperidin-1-yl)-ethyl)-carbonyl)-N-methyl-p-phenylenediamine). Yields the product N1(CCCCC1)CCC(=O)N(C)C1=CC=C(N\C(\C2=CC=CC=C2)=C\2/C(NC3=CC(=CC=C23)C(=O)OC)=O)C=C1 (3-Z-[1-(4-(N-((2-(piperidin-1-yl)-ethyl)-carbonyl)-N-methyl-amino)-anilino)-1-phenyl-methylene]-6-methoxycarbonyl-2-indolinone). RXN SMILES: C([N:4]1[C:12]2[C:7](=[CH:8][CH:9]=[C:10]([C:13]([O:15][CH3:16])=[O:14])[CH:11]=2)[C:6](=[C:17](OCC)[C:18]2[CH:23]=[CH:22][CH:21]=[CH:20][CH:19]=2)[C:5]1=[O:27])(=O)C.[N:28]1([CH2:34][CH2:35][C:36]([N:38]([CH3:46])[C:39]2[CH:44]=[CH:43][C:42]([NH2:45])=[CH:41][CH:40]=2)=[O:37])[CH2:33][CH2:32][CH2:31][CH2:30][CH2:29]1>>[N:28]1([CH2:34][CH2:35][C:36]([N:38]([C:39]2[CH:44]=[CH:43][C:42]([NH:45]/[C:17](=[C:6]3\[C:5](=[O:27])[NH:4][C:12]4[C:7]\3=[CH:8][CH:9]=[C:10]([C:13]([O:15][CH3:16])=[O:14])[CH:11]=4)/[C:18]3[CH:23]=[CH:22][CH:21]=[CH:20][CH:19]=3)=[CH:41][CH:40]=2)[CH3:46])=[O:37])[CH2:33][CH2:32][CH2:31][CH2:30][CH2:29]1. Procedure details: Prepared from 1-acetyl-3-(1-ethoxy-1-phenylmethylene)-6-methoxycarbonyl-2-indolinone and N-((2-(piperidin-1-yl)-ethyl)-carbonyl)-N-methyl-p-phenylenediamine Rf value: 0.5 (silica gel, methylene chloride/methanol=5:1) C32H34N4O4 The product is Cn1ncc(C(=O)N2CCC2)c1C(=O)Nc1ccn2nc(N3CCCC3)nc2c1. Reaction SMILES: [CH2:27]1[CH2:28][NH:29][CH2:30]1.[CH2:31]([P:32]([OH:33])([OH:34])=[O:35])[CH2:36][CH3:37].[CH3:1][n:2]1[n:3][cH:4][c:5]([C:24](=[O:25])[OH:26])[c:6]1[C:7]([NH:8][c:9]1[cH:10][c:11]2[n:12]([cH:13][cH:14]1)[n:15][c:16]([N:18]1[CH2:19][CH2:20][CH2:21][CH2:22]1)[n:17]2)=[O:23].[CH:38]([N:39]([CH2:40][CH3:41])[CH:42]([CH3:43])[CH3:44])([CH3:45])[CH3:46].[O:47]1[CH2:48][CH2:49][CH2:50][CH2:51]1>>[CH3:1][n:2]1[n:3][cH:4][c:5]([C:24](=[O:25])[N:29]2[CH2:28][CH2:27][CH2:30]2)[c:6]1[C:7]([NH:8][c:9]1[cH:10][c:11]2[n:12]([cH:13][cH:14]1)[n:15][c:16]([N:18]1[CH2:19][CH2:20][CH2:21][CH2:22]1)[n:17]2)=[O:23]. Starting materials: C1CNC1, CCCP(=O)(O)O, Cn1ncc(C(=O)O)c1C(=O)Nc1ccn2nc(N3CCCC3)nc2c1, CCN(C(C)C)C(C)C, C1CCOC1. Reactants: COC(=O)Cc1ccc(C#Cc2cc(C(C)(C)C)c(OC)c(C(C)(C)C)c2)cc1, CCO, CC#N, [Na+], [OH-], O. Yields the product COc1c(C(C)(C)C)cc(C#Cc2ccc(CC(=O)O)cc2)cc1C(C)(C)C. Reaction SMILES: [CH3:1][O:2][C:3]([CH2:4][c:5]1[cH:6][cH:7][c:8]([C:11]#[C:12][c:13]2[cH:14][c:15]([C:25]([CH3:26])([CH3:27])[CH3:28])[c:16]([O:23][CH3:24])[c:17]([C:19]([CH3:20])([CH3:21])[CH3:22])[cH:18]2)[cH:9][cH:10]1)=[O:29].[CH3:32][CH2:33][OH:34].[CH3:36][C:37]#[N:38].[Na+:31].[OH-:30].[OH2:35]>>[O:2]=[C:3]([CH2:4][c:5]1[cH:6][cH:7][c:8]([C:11]#[C:12][c:13]2[cH:14][c:15]([C:25]([CH3:26])([CH3:27])[CH3:28])[c:16]([O:23][CH3:24])[c:17]([C:19]([CH3:20])([CH3:21])[CH3:22])[cH:18]2)[cH:9][cH:10]1)[OH:29]. Reactants: [C-]#N, CS(=O)(=O)OC1CCN(Cc2ccccc2)C1, CCCC[N+](CCCC)(CCCC)CCCC, CC#N, [Na+], O=C([O-])O. Yields the product N#CC1CCN(Cc2ccccc2)C1. As a reaction SMILES: [C-:26]#[N:27].[CH2:1]([c:2]1[cH:3][cH:4][cH:5][cH:6][cH:7]1)[N:8]1[CH2:9][CH:10]([O:13][S:14]([CH3:15])(=[O:16])=[O:17])[CH2:11][CH2:12]1.[CH2:28]([N+:29]([CH2:30][CH2:31][CH2:32][CH3:33])([CH2:34][CH2:35][CH2:36][CH3:37])[CH2:38][CH2:39][CH2:40][CH3:41])[CH2:42][CH2:43][CH3:44].[CH3:23][C:24]#[N:25].[Na+:22].[O-:18][C:19]([OH:20])=[O:21]>>[CH2:1]([c:2]1[cH:3][cH:4][cH:5][cH:6][cH:7]1)[N:8]1[CH2:9][CH:10]([C:24]#[N:25])[CH2:11][CH2:12]1. The reactants are C(C)(C)(C)OC(=O)C(N1[C@H](C(=O)O)[C@H](CC1)CC)[C@H]1NCCC1 (N-[(t-Butyloxycarbonyl)-pyrrolidin-2(S)-ylmethyl]-3(S)-ethyl-proline), C(CCl)Cl (EDC), C=1C=CC2=C(C1)N=NN2O (HOBT), ClC=1C=C(CN)C=CC1 (3-chlorobenzylamine), CN1CCOCC1 (N-methyl-morpholine). The solvent is CN(C)C=O (DMF). Conditions: time 18 hour. The product is ClC=1C=C(C=CC1)CNC([C@H]1N(CC[C@@H]1CC)C([C@H]1NCCC1)C(=O)OC(C)(C)C)=O (N-[(t-Butyloxycarbonyl)-pyrrolidin-2(S)-ylmethyl]-3(S)-ethyl-proline-N-(3-chlorophenylmethyl) amide). Reaction SMILES: [C:1]([O:5][C:6]([CH:8]([C@@H:19]1[CH2:23][CH2:22][CH2:21][NH:20]1)[N:9]1[CH2:16][CH2:15][C@H:14]([CH2:17][CH3:18])[C@H:10]1[C:11]([OH:13])=O)=[O:7])([CH3:4])([CH3:3])[CH3:2].C(Cl)CCl.C1C=CC2N(O)N=NC=2C=1.[Cl:38][C:39]1[CH:40]=[C:41]([CH:44]=[CH:45][CH:46]=1)[CH2:42][NH2:43].CN1CCOCC1>CN(C=O)C>[Cl:38][C:39]1[CH:40]=[C:41]([CH2:42][NH:43][C:11](=[O:13])[C@@H:10]2[C@@H:14]([CH2:17][CH3:18])[CH2:15][CH2:16][N:9]2[CH:8]([C:6]([O:5][C:1]([CH3:3])([CH3:2])[CH3:4])=[O:7])[C@@H:19]2[CH2:23][CH2:22][CH2:21][NH:20]2)[CH:44]=[CH:45][CH:46]=1. Reported procedure: N-[(t-Butyloxycarbonyl)-pyrrolidin-2(S)-ylmethyl]-3(S)-ethyl-proline (0.50 g, 1.53 mmol), EDC (0.293 g, 1.53 mmol), HOBT (0.243 g, 1.53 mmol) and 3-chlorobenzylamine(0.187 mL, 1.53 mmol) were dissolved in DMF (5 mL), the pH adjusted to 7 with N-methyl-morpholine (0.51 mL, 4.6 mmol), and the reaction mixture stirred for 18 hours at ambient temperature. After removing the solvent in vacuo the residue was partitioned between EtOAc and 5% aqueous NaHCO3. The organic layer was washed with brine, drie... Reactants: N1(CCCC1)C1CCNCC1 (4-pyrrolidin-1-ylpiperidine), S(=O)(=O)(N)N (sulfamide). Run in O1CCOCC1 (1,4-dioxane). The product is N1(CCCC1)C1CCN(CC1)S(=O)(=O)N (4-Pyrrolidin-1-ylpiperidine-1-sulfonamide). RXN SMILES: [N:1]1([CH:6]2[CH2:11][CH2:10][NH:9][CH2:8][CH2:7]2)[CH2:5][CH2:4][CH2:3][CH2:2]1.[S:12](N)([NH2:15])(=[O:14])=[O:13]>O1CCOCC1>[N:1]1([CH:6]2[CH2:11][CH2:10][N:9]([S:12]([NH2:15])(=[O:14])=[O:13])[CH2:8][CH2:7]2)[CH2:5][CH2:4][CH2:3][CH2:2]1. Reported procedure: A mixture of 4-pyrrolidin-1-ylpiperidine (0.67 g) and sulfamide (0.46 g) were heated at 115° C. in dry 1,4-dioxane (30 ml) for 16 h. The solvents were evaporated in vacuo and the residue partitioned between EtOAc (containing a little methanol) and H2O. The organic phase was collected and the aqueous layer further extracted with EtOAc(×2). The combined organic phases collected, dried (MgSO4) and the solvent evaporated. The residue was triturated with Et2O and filtered to give the subtitle product...